describe an organic reaction: reactants, conditions, products, and yield From a dataset of the Open Reaction Database (ORD), a public repository of structured organic reaction records. Starting materials: C1(CC1)C#N (Cyclopropyl cyanide), COC1=CC=CC=2C=COC21 (7-methoxybenzofuran), C(CCC)[Li] (n-butyllithium), CCOCC.[Mg+2].[Br-].[Br-] (magnesium bromide diethyl etherate), Cl (hydrochloric acid). Solvent: O1CCCC1 (tetrahydrofuran). Run at temperature -78 celsius, time 30 minute. Yields the product C1(CC1)C(=O)C=1OC2=C(C1)C=CC=C2OC (Cyclopropyl-(7-methoxybenzofuran-2-yl)-methanone). RXN SMILES: [CH3:1][O:2][C:3]1[C:11]2[O:10][CH:9]=[CH:8][C:7]=2[CH:6]=[CH:5][CH:4]=1.[CH2:12]([Li])[CH2:13][CH2:14][CH3:15].CC[O:19]CC.[Mg+2].[Br-].[Br-].C1(C#N)CC1.Cl>O1CCCC1>[CH:14]1([C:15]([C:9]2[O:10][C:11]3[C:3]([O:2][CH3:1])=[CH:4][CH:5]=[CH:6][C:7]=3[CH:8]=2)=[O:19])[CH2:12][CH2:13]1 |f:2.3.4.5|. Procedure details: To a stirred solution of 7-methoxybenzofuran (3.0 g) in tetrahydrofuran (60 ml) cooled to -78° C. under an atmosphere of nitrogen was added dropwise n-butyllithium (1.6M in hexanes, 15.2 ml). After stirring at -78° C. for 30 minutes, magnesium bromide diethyl etherate (6.3 g) was added in single portion and the reaction mixture allowed to warm to 0° C. and stirred for 30 minutes. Cyclopropyl cyanide (1.8 ml) was then added dropwise and the mixture allowed to warm slowly to room temperature and s... Starting materials: NC=1C=NC2=CC=CC=C2C1 (3-aminoquinoline), C(C)OC=1C(C(C1OCC)=O)=O (3,4-diethoxy-3-cyclobutene-1,2-dione). Run in C(C)O (ethanol). Yields the product N1=CC(=CC2=CC=CC=C12)NC=1C(C(C1OCC)=O)=O (3-(Quinolin-3-ylamino)-4-ethoxy-cyclobut-3-ene-1,2-dione). Yield: 79.7%. Reaction SMILES: [NH2:1][C:2]1[CH:3]=[N:4][C:5]2[C:10]([CH:11]=1)=[CH:9][CH:8]=[CH:7][CH:6]=2.[CH2:12]([O:14][C:15]1[C:16](=O)[C:17](=[O:22])[C:18]=1[O:19]CC)[CH3:13]>C(O)C>[N:4]1[C:5]2[C:10](=[CH:9][CH:8]=[CH:7][CH:6]=2)[CH:11]=[C:2]([NH:1][C:16]2[C:17](=[O:22])[C:18](=[O:19])[C:15]=2[O:14][CH2:12][CH3:13])[CH:3]=1. Procedure: To a solution of 3-aminoquinoline (2.12 g, 14.69 mmol) in ethanol (60 mL) was added 3,4-diethoxy-3-cyclobutene-1,2-dione (2.50 g, 14.69 mmol) and the resulting mixture was heated to reflux for 24 hours. The mixture was cooled, filtered, and the product was washed with diethylether and dried in vacuo to give 3.14 g (80%) of yellow solid which was used without purification: 1H NMR (DMSO-d6) δ11.14 (s, 1H), 8.92 (dd, 1H), 8.20 (dd, 1H), 7.90 (m, 2H), 7.63 (m, 2H). Reactants: CC#N, CCN(C(C)C)C(C)C, N#Cc1ccc(Cl)nn1, ClCCl, NC1CCN(Cc2cc(F)c(F)c(F)c2)CC1, [Na+], [Na+], O=C([O-])[O-], O. The product is N#Cc1ccc(NC2CCN(Cc3cc(F)c(F)c(F)c3)CC2)nn1. Reaction SMILES: [CH3:42][C:43]#[N:44].[CH:27]([N:28]([CH:29]([CH3:30])[CH3:31])[CH2:32][CH3:33])([CH3:34])[CH3:35].[Cl:1][c:2]1[cH:3][cH:4][c:5]([C:8]#[N:9])[n:6][n:7]1.[Cl:46][CH2:47][Cl:48].[F:10][c:11]1[cH:12][c:13]([CH2:14][N:15]2[CH2:16][CH2:17][CH:18]([NH2:21])[CH2:19][CH2:20]2)[cH:22][c:23]([F:26])[c:24]1[F:25].[Na+:36].[Na+:37].[O-:38][C:39](=[O:40])[O-:41].[OH2:45]>>[c:2]1([NH:21][CH:18]2[CH2:17][CH2:16][N:15]([CH2:14][c:13]3[cH:12][c:11]([F:10])[c:24]([F:25])[c:23]([F:26])[cH:22]3)[CH2:20][CH2:19]2)[cH:3][cH:4][c:5]([C:8]#[N:9])[n:6][n:7]1. The reactants are O=C(Nc1ccc(Cl)cn1)c1ccccc1NC(=O)C1CCNCC1, O=C(O)C(F)(F)F, O=Cc1cccnc1. The product is O=C(Nc1ccc(Cl)cn1)c1ccccc1NC(=O)C1CCN(Cc2cccnc2)CC1. As a reaction SMILES: [Cl:8][c:9]1[cH:10][cH:11][c:12]([NH:15][C:16]([c:17]2[c:18]([NH:23][C:24](=[O:25])[CH:26]3[CH2:27][CH2:28][NH:29][CH2:30][CH2:31]3)[cH:19][cH:20][cH:21][cH:22]2)=[O:32])[n:13][cH:14]1.[F:1][C:2]([F:3])([F:4])[C:5]([OH:6])=[O:7].[n:33]1[cH:34][c:35]([CH:39]=[O:40])[cH:36][cH:37][cH:38]1>>[Cl:8][c:9]1[cH:10][cH:11][c:12]([NH:15][C:16]([c:17]2[c:18]([NH:23][C:24](=[O:25])[CH:26]3[CH2:27][CH2:28][N:29]([CH2:39][c:35]4[cH:34][n:33][cH:38][cH:37][cH:36]4)[CH2:30][CH2:31]3)[cH:19][cH:20][cH:21][cH:22]2)=[O:32])[n:13][cH:14]1. Starting materials: C(C1=CC=CC=C1)OC1=C(C=C(OC2=C3CCCC3=C(C=C2C)[N+](=O)[O-])C=C1)CCl (4-(4-benzyloxy-3-chloromethylphenoxy)-5-methyl-7-nitroindane), C1(=CC=CC=C1)P(C1=CC=CC=C1)C1=CC=CC=C1 (triphenylphosphine). Run in C1(=CC=CC=C1)C (toluene). The product is [Cl-].C(C1=CC=CC=C1)OC1=C(C[P+](C2=CC=CC=C2)(C2=CC=CC=C2)C2=CC=CC=C2)C=C(C=C1)OC1=C2CCCC2=C(C=C1C)[N+](=O)[O-] ([2-Benzyloxy-5-(5-methyl-7-nitroindan-4-yloxy)benzyl]triphenylphosphonium chloride). The yield is 75.7%. Reaction SMILES: [CH2:1]([O:8][C:9]1[CH:28]=[CH:27][C:12]([O:13][C:14]2[C:22]([CH3:23])=[CH:21][C:20]([N+:24]([O-:26])=[O:25])=[C:19]3[C:15]=2[CH2:16][CH2:17][CH2:18]3)=[CH:11][C:10]=1[CH2:29][Cl:30])[C:2]1[CH:7]=[CH:6][CH:5]=[CH:4][CH:3]=1.[C:31]1([P:37]([C:44]2[CH:49]=[CH:48][CH:47]=[CH:46][CH:45]=2)[C:38]2[CH:43]=[CH:42][CH:41]=[CH:40][CH:39]=2)[CH:36]=[CH:35][CH:34]=[CH:33][CH:32]=1>C1(C)C=CC=CC=1>[Cl-:30].[CH2:1]([O:8][C:9]1[CH:28]=[CH:27][C:12]([O:13][C:14]2[C:22]([CH3:23])=[CH:21][C:20]([N+:24]([O-:26])=[O:25])=[C:19]3[C:15]=2[CH2:16][CH2:17][CH2:18]3)=[CH:11][C:10]=1[CH2:29][P+:37]([C:38]1[CH:39]=[CH:40][CH:41]=[CH:42][CH:43]=1)([C:44]1[CH:49]=[CH:48][CH:47]=[CH:46][CH:45]=1)[C:31]1[CH:32]=[CH:33][CH:34]=[CH:35][CH:36]=1)[C:2]1[CH:7]=[CH:6][CH:5]=[CH:4][CH:3]=1 |f:3.4|. Procedure: A suspension of 4-(4-benzyloxy-3-chloromethylphenoxy)-5-methyl-7-nitroindane (2.04 g) and triphenylphosphine (1.39 g) in toluene (50 mL) was heated under reflux for 12 hours. The reaction mixture was allowed to cool to room temperature. Precipitate was collected by filtration, and washed with diethyl ether to give the title compound (2.50 g). Starting materials: ClC(Cl)Cl, CC(C)C(=O)NCCCn1c(CCl)nc2cnc3cccnc3c21, [NH4+], [OH-], O=C(OO)c1cccc(Cl)c1, Cc1ccc(S(=O)(=O)Cl)cc1. Yields the product CC(C)C(=O)NCCCn1c(CCl)nc2c(N)nc3cccnc3c21. Reaction SMILES: [CH:49]([Cl:50])([Cl:51])[Cl:52].[Cl:12][CH2:13][c:14]1[n:15]([CH2:27][CH2:28][CH2:29][NH:30][C:31]([CH:32]([CH3:33])[CH3:34])=[O:35])[c:16]2[c:17]([cH:18][n:19][c:20]3[cH:21][cH:22][cH:23][n:24][c:25]23)[n:26]1.[NH4+:36].[OH-:37].[OH:1][O:2][C:3]([c:4]1[cH:5][c:6]([Cl:7])[cH:8][cH:9][cH:10]1)=[O:11].[c:38]1([CH3:39])[cH:40][cH:41][c:42]([S:43]([Cl:44])(=[O:45])=[O:46])[cH:47][cH:48]1>>[Cl:12][CH2:13][c:14]1[n:15]([CH2:27][CH2:28][CH2:29][NH:30][C:31]([CH:32]([CH3:33])[CH3:34])=[O:35])[c:16]2[c:17]([c:18]([NH2:36])[n:19][c:20]3[cH:21][cH:22][cH:23][n:24][c:25]23)[n:26]1.